describe an organic reaction: reactants, conditions, products, and yield From a dataset of the Open Reaction Database (ORD), a public repository of structured organic reaction records. Reactants: C1(CCC1)N (Cyclobutylamine), ice, BrCC(=O)OC(C)(C)C (tert-butyl bromoacetate), C([O-])([O-])=O.[K+].[K+] (potassium carbonate), O (Water). Run at time 8 hour. Reported procedure: Cyclobutylamine (370 mg) was added to an ice-cold suspension of tert-butyl bromoacetate (1.0 g) and potassium carbonate (700 mg) in acetonitrile (20 mL), and the mixture was stirred at room temperature overnight. Water was added to the reaction mixture, which was then extracted with chloroform. The organic phase was separated out and the solvent was distilled off under reduced pressure to afford tert-butyl N-cyclobutylglycinate (949 mg) as the residue. The product is C1(CCC1)NCC(=O)OC(C)(C)C (tert-butyl N-cyclobutylglycinate). Solvent: C(C)#N (acetonitrile). The yield is 99.9%. As a reaction SMILES: [CH:1]1([NH2:5])[CH2:4][CH2:3][CH2:2]1.Br[CH2:7][C:8]([O:10][C:11]([CH3:14])([CH3:13])[CH3:12])=[O:9].C(=O)([O-])[O-].[K+].[K+].O>C(#N)C>[CH:1]1([NH:5][CH2:7][C:8]([O:10][C:11]([CH3:14])([CH3:13])[CH3:12])=[O:9])[CH2:4][CH2:3][CH2:2]1 |f:2.3.4|. The reactants are CC1=NN(C=C1CO)C1=NC(=NC=C1)NC=1C=C2C=CN(C2=CC1)C ((3-methyl-1-(2-(1-methyl-1H-indol-5-ylamino)pyrimidin-4-yl)-1H-pyrazol-4-yl)methanol). The reagents and catalysts are O=[Mn]=O (MnO2). The solvent is ClCCl (dichloromethane). Reaction conditions: time 12 hour. Yields the product CC1=NN(C=C1C=O)C1=NC(=NC=C1)NC=1C=C2C=CN(C2=CC1)C (3-methyl-1-(2-(1-methyl-1H-indol-5-ylamino)pyrimidin-4-yl)-1H-pyrazole-4-carbaldehyde). Isolated yield 362.0%. RXN SMILES: [CH3:1][C:2]1[C:6]([CH2:7][OH:8])=[CH:5][N:4]([C:9]2[CH:14]=[CH:13][N:12]=[C:11]([NH:15][C:16]3[CH:17]=[C:18]4[C:22](=[CH:23][CH:24]=3)[N:21]([CH3:25])[CH:20]=[CH:19]4)[N:10]=2)[N:3]=1>ClCCl.O=[Mn]=O>[CH3:1][C:2]1[C:6]([CH:7]=[O:8])=[CH:5][N:4]([C:9]2[CH:14]=[CH:13][N:12]=[C:11]([NH:15][C:16]3[CH:17]=[C:18]4[C:22](=[CH:23][CH:24]=3)[N:21]([CH3:25])[CH:20]=[CH:19]4)[N:10]=2)[N:3]=1. Reported procedure: To a solution of intermediate 7 (214 mg, 0.64 mmol) in 100 mL of dichloromethane (DCM), was added 58% of activated MnO2 (0.58 g, 6 equiv.). After being stirred for 12 hours at room temperature, the reaction mixture was passed through a pad of Celite and rinsed with dichloromethane. The filtrate was concentrated in vacuo to give desired intermediate 8 as a pale yellow solid (0.77 g, 36%); MS (ESI) m/z 333 [M+H]+ Solvent: CCOCC (ether), CCOCC (ether). Reactants: C(C#CCCCCCCCCCCCCCCCC)O (2-nonadecyn-1-ol), N1=CC=CC=C1 (pyridine), P(Br)(Br)Br (phosphorous tribromide), O (water). Procedure details: A mixture of 18.8 g of 2-nonadecyn-1-ol, 110 ml of ether, 1.14 ml of pyridine and 5.7 ml of phosphorous tribromide in 25 ml of ether is heated at reflux for 2 hours, then stirred at room temperature for 2 hours, poured into water and washed with hydrochloric acid. The solution is evaporated and filtered through silicon dioxide with hexane, to give 16.9 g of the desired product as a white solid, mp. 34°-35° C. Product: BrCC#CCCCCCCCCCCCCCCCC (1-Bromo-2-nonadecyne). Run at time 2 hour. As a reaction SMILES: [CH2:1](O)[C:2]#[C:3][CH2:4][CH2:5][CH2:6][CH2:7][CH2:8][CH2:9][CH2:10][CH2:11][CH2:12][CH2:13][CH2:14][CH2:15][CH2:16][CH2:17][CH2:18][CH3:19].N1C=CC=CC=1.P(Br)(Br)[Br:28].O>CCOCC>[Br:28][CH2:1][C:2]#[C:3][CH2:4][CH2:5][CH2:6][CH2:7][CH2:8][CH2:9][CH2:10][CH2:11][CH2:12][CH2:13][CH2:14][CH2:15][CH2:16][CH2:17][CH2:18][CH3:19]. Reactants: CC(C)(C)OC(=O)NCCCBr, CCOC(=O)CC(=O)OCC, CN1CCCC1=O, O. RXN SMILES: [C:12]([CH3:13])([CH3:14])([CH3:15])[O:16][C:17](=[O:18])[NH:19][CH2:20][CH2:21][CH2:22][Br:23].[C:1]([CH2:2][C:3](=[O:4])[O:5][CH2:6][CH3:7])(=[O:8])[O:9][CH2:10][CH3:11].[CH3:24][N:25]1[CH2:26][CH2:27][CH2:28][C:29]1=[O:30].[OH2:31]>>[C:1]([CH:2]([C:3](=[O:4])[O:5][CH2:6][CH3:7])[CH2:22][CH2:21][CH2:20][NH:19][C:17]([O:16][C:12]([CH3:13])([CH3:14])[CH3:15])=[O:18])(=[O:8])[O:9][CH2:10][CH3:11]. The product is CCOC(=O)C(CCCNC(=O)OC(C)(C)C)C(=O)OCC. Reactants: N#CBr, CC(C)(N)CN, O. The product is Br, CC1(C)CN=C(N)N1. As a reaction SMILES: [N:7]#[C:8][Br:9].[NH2:1][CH2:2][C:3]([CH3:4])([CH3:5])[NH2:6].[OH2:10]>>[BrH:9].[N:1]1=[C:8]([NH2:7])[NH:6][C:3]([CH3:4])([CH3:5])[CH2:2]1.